This data is from the Open Reaction Database (ORD), a public repository of structured organic reaction records. The task is: describe an organic reaction: reactants, conditions, products, and yield The solvent is CN(C)C=O (DMF), C(C)(=O)OCC (ethyl acetate). Run at temperature 90 celsius. The product is BrC1=CC2=C(N(C=N2)C)C(=C1)O[C@H](C)[C@@H]1CC(N(C1)[C@H](C)C1=CC=CC=C1)=O ((R)-4-((R)-1-(5-bromo-1-methyl-1H-benzo[d]imidazol-7-yloxy)ethyl)-1-((R)-1-phenylethyl)pyrrolidin-2-one). Starting materials: BrC1=CC2=C(N(C=N2)C)C(=C1)O (5-bromo-1-methyl-1H-benzo[d]imidazol-7-ol), CS(=O)(=O)O[C@@H](C)[C@H]1CN(C(C1)=O)[C@H](C)C1=CC=CC=C1 ((S)-1-((R)-5-oxo-1-((R)-1-phenylethyl)pyrrolidin-3-yl)ethyl methanesulfonate), C(=O)([O-])[O-].[Cs+].[Cs+] (Cs2CO3). Procedure details: To a solution of 5-bromo-1-methyl-1H-benzo[d]imidazol-7-ol 2.56 (15 mg, 0.066 mmol) in DMF (2 mL) was added (S)-1-((R)-5-oxo-1-((R)-1-phenylethyl)pyrrolidin-3-yl)ethyl methanesulfonate 1.17 (41 mg, 0.312 mmol) and Cs2CO3 (33 mg, 0.1 mmol) and the reaction mixture was heated at 90° C. for 1 h. The reaction mixture was then diluted with ethyl acetate, washed with water (3×), brine and dried over anhydrous magnesium sulfate. Filtration, followed by concentration gave (R)-4-((R)-1-(5-bromo-1-methyl-... As a reaction SMILES: [Br:1][C:2]1[CH:11]=[C:10]([OH:12])[C:5]2[N:6]([CH3:9])[CH:7]=[N:8][C:4]=2[CH:3]=1.CS(O[C@H:18]([C@@H:20]1[CH2:24][C:23](=[O:25])[N:22]([C@@H:26]([C:28]2[CH:33]=[CH:32][CH:31]=[CH:30][CH:29]=2)[CH3:27])[CH2:21]1)[CH3:19])(=O)=O.C([O-])([O-])=O.[Cs+].[Cs+]>CN(C=O)C.C(OCC)(=O)C>[Br:1][C:2]1[CH:11]=[C:10]([O:12][C@@H:18]([C@H:20]2[CH2:21][N:22]([C@@H:26]([C:28]3[CH:29]=[CH:30][CH:31]=[CH:32][CH:33]=3)[CH3:27])[C:23](=[O:25])[CH2:24]2)[CH3:19])[C:5]2[N:6]([CH3:9])[CH:7]=[N:8][C:4]=2[CH:3]=1 |f:2.3.4|. Starting materials: CC1(C)Oc2ccc(C=O)cc2C(O)C1Br, O=C([O-])[O-], CN(C)C=O, [K+], [K+], O. Yields the product CC1(C)Oc2ccc(C=O)cc2C2OC21. Reaction SMILES: [Br:1][CH:2]1[C:3]([CH3:15])([CH3:16])[O:4][c:5]2[c:6]([cH:9][c:10]([CH:13]=[O:14])[cH:11][cH:12]2)[CH:7]1[OH:8].[C:17](=[O:18])([O-:19])[O-:20].[CH3:23][N:24]([CH3:25])[CH:26]=[O:27].[K+:21].[K+:22].[OH2:28]>>[CH:2]12[C:3]([CH3:15])([CH3:16])[O:4][c:5]3[c:6]([cH:9][c:10]([CH:13]=[O:14])[cH:11][cH:12]3)[CH:7]1[O:8]2. The reactants are ice water, 9-decen-1-yl-p-tosylate, C[C@H](CCCCC=1C=NC(=NC1)C1=CC=C(C=C1)O)CC ((S)-4-(5-[5-methylheptyl]-2-pyrimidinyl)phenol), C([O-])([O-])=O.[K+].[K+] (potassium carbonate). Solvent: CC(CC)=O (butanone). The product is C[C@H](CCCCC=1C=NC(=NC1)C1=CC=C(C=C1)OCCCCCCCCC=C)CC ((S)-5-(5-methylheptyl)-2-(4-[9 -decenyloxy]phenyl)pyrimidine). The yield is 242.2%. RXN SMILES: [CH3:1][C@@H:2]([CH2:20][CH3:21])[CH2:3][CH2:4][CH2:5][CH2:6][C:7]1[CH:8]=[N:9][C:10]([C:13]2[CH:18]=[CH:17][C:16](O)=[CH:15][CH:14]=2)=[N:11][CH:12]=1.[C:22](=[O:25])([O-])[O-].[K+].[K+]>CC(=O)CC>[CH3:1][C@@H:2]([CH2:20][CH3:21])[CH2:3][CH2:4][CH2:5][CH2:6][C:7]1[CH:8]=[N:9][C:10]([C:13]2[CH:18]=[CH:17][C:16]([O:25][CH2:22][CH2:12][CH2:7][CH2:6][CH2:5][CH2:4][CH2:3][CH2:2][CH:20]=[CH2:21])=[CH:15][CH:14]=2)=[N:11][CH:12]=1 |f:1.2.3|. Reported procedure: A mixture of 0.66 g of 9-decen-1-yl-p-tosylate, 0.5 g of (S)-4-(5-[5-methylheptyl]-2-pyrimidinyl)phenol and 0.97 g of potassium carbonate and 50 ml of absolute butanone was heated under reflux overnight. The cooled reaction mixture was subsequently poured into ice-water and extracted three times with 50 ml of diethyl ether each time. The organic phases were washed with 500 ml of water, dried over magnesium sulphate and concentrated. Chromatography of the residue on silica gel with toluene and su...